From a dataset of the Open Reaction Database (ORD), a public repository of structured organic reaction records. describe an organic reaction: reactants, conditions, products, and yield Starting materials: [H-].[Na+] (Sodium hydride), C(CCC)OC1=NC(=C(C=C1CO)C1=CC=C(C=C1)S(=O)(=O)C)C1=CC=C(C=C1)F (2-butoxy-6-(4-fluorophenyl)-3-hydroxymethyl-5-[4-(methylsulfonyl)phenyl]pyridine), CI (methyl iodide). Run in O (Water). Conditions: time 1 hour. Yields the product C(CCC)OC1=NC(=C(C=C1COC)C1=CC=C(C=C1)S(=O)(=O)C)C1=CC=C(C=C1)F (2-Butoxy-6-(4-fluorophenyl)-3-(methoxymethyl)-5-[4-(methylsulfonyl)phenyl]pyridine). As a reaction SMILES: [H-].[Na+].[CH2:3]([O:7][C:8]1[C:13]([CH2:14][OH:15])=[CH:12][C:11]([C:16]2[CH:21]=[CH:20][C:19]([S:22]([CH3:25])(=[O:24])=[O:23])=[CH:18][CH:17]=2)=[C:10]([C:26]2[CH:31]=[CH:30][C:29]([F:32])=[CH:28][CH:27]=2)[N:9]=1)[CH2:4][CH2:5][CH3:6].[CH3:33]I>O>[CH2:3]([O:7][C:8]1[C:13]([CH2:14][O:15][CH3:33])=[CH:12][C:11]([C:16]2[CH:17]=[CH:18][C:19]([S:22]([CH3:25])(=[O:24])=[O:23])=[CH:20][CH:21]=2)=[C:10]([C:26]2[CH:27]=[CH:28][C:29]([F:32])=[CH:30][CH:31]=2)[N:9]=1)[CH2:4][CH2:5][CH3:6] |f:0.1|. Reported procedure: Sodium hydride (11 mg 4.5 mMol) is added to a stirring solution of 2-butoxy-6-(4-fluorophenyl)-3-hydroxymethyl-5-[4-(methylsulfonyl)phenyl]pyridine (50 mL). After 1 hour, methyl iodide (85 mg, 0.6 mMol) is added and the reaction mixture is stirred for 20 hours at room temperature. Water (1 mL) is added dropwise and the mixture is concentrated to an oily solid. The titled material is purified by silica gel chromatography. Starting materials: OC=1C=C(C=CC1)C12CCCC(N(C1C)C)C2 (1-(3-hydroxyphenyl)-6,7-dimethyl-6-azabicyclo [3,2,1]octane), C(C1=CC=CC=C1)(=O)Cl (benzoyl chloride). The solvent is N1=CC=CC=C1 (pyridine), C1=CC=CC=C1 (benzene). Conditions: time 45 minute. Product: Cl.C(C1=CC=CC=C1)(=O)OC=1C=C(C=CC1)C12CCCC(N(C1C)C)C2 (1-(3-benzoyloxyphenyl)-6,7-dimethyl-6-azabicyclo[3,2,1]octane hydrochloride). Isolated yield 76.4%. Reaction SMILES: [OH:1][C:2]1[CH:3]=[C:4]([C:8]23[CH2:17][CH:12]([N:13]([CH3:16])[CH:14]2[CH3:15])[CH2:11][CH2:10][CH2:9]3)[CH:5]=[CH:6][CH:7]=1.[C:18]([Cl:26])(=[O:25])[C:19]1[CH:24]=[CH:23][CH:22]=[CH:21][CH:20]=1>N1C=CC=CC=1.C1C=CC=CC=1>[ClH:26].[C:18]([O:1][C:2]1[CH:3]=[C:4]([C:8]23[CH2:17][CH:12]([N:13]([CH3:16])[CH:14]2[CH3:15])[CH2:11][CH2:10][CH2:9]3)[CH:5]=[CH:6][CH:7]=1)(=[O:25])[C:19]1[CH:24]=[CH:23][CH:22]=[CH:21][CH:20]=1 |f:4.5|. Reported procedure: 0.35 g of 1-(3-hydroxyphenyl)-6,7-dimethyl-6-azabicyclo [3,2,1]octane is dissolved in 4 ml of pyridine, and a solution of 0.28 g of benzoyl chloride in 2 ml of benzene is added thereto under ice-cooling. The mixture is stirred for 45 minutes. Then, the mixture is concentrated under reduced pressure. The residue thus obtained is washed with ether and then recrystallized from a mixture of ethylacetate and acetone. 0.43 g of 1-(3-benzoyloxyphenyl)-6,7-dimethyl-6-azabicyclo[3,2,1]octane hydrochlorid... Starting materials: Cl (hydrochloric acid), [H-].[Na+] (sodium hydride), C(CO)Cl (ethylene chlorohydrine), C(C)OC(CC(=O)CBr)=O (ethyl-4-bromoacetoacetate). Isolated yield 67.0%. The product is C(C)OC(CC(=O)COCCCl)=O (Ethyl-4-(2-chloroethoxy)-acetoacetate). Procedure details: 10.38 g (0.25 mole) of 57.8% sodium hydride are added to 110 ml of tetrahydrofurane. The mixture is cooled to a temperature between -10° C. and -20° C. whereupon at this temperature 10.08 g (0.125 mole) of ethylene chlorohydrine (III) are added under nitrogen dropwise. The mixture is stirred for 20 minutes, whereupon at the same temperature a solution of 26.18 g (0.125 mole) of ethyl-4-bromoacetoacetate (II) and 35 ml of tetrahydrofurane is added. The reaction mixture is stirred for 20 minutes, ... The solvent is O1CCCC1 (tetrahydrofurane), O1CCCC1 (tetrahydrofurane). Reaction SMILES: [H-].[Na+].[CH2:3]([Cl:6])[CH2:4][OH:5].[CH2:7]([O:9][C:10](=[O:16])[CH2:11][C:12]([CH2:14]Br)=[O:13])[CH3:8].Cl>O1CCCC1>[CH2:7]([O:9][C:10](=[O:16])[CH2:11][C:12]([CH2:14][O:5][CH2:4][CH2:3][Cl:6])=[O:13])[CH3:8] |f:0.1|. Run at time 20 minute. Starting materials: CN(C(=O)CBr)c1cccc(-c2ccnc3c(C(=O)c4ccccc4)cnn23)c1, CNC, CCCCCC, CCO. Yields the product CN(C)CC(=O)N(C)c1cccc(-c2ccnc3c(C(=O)c4ccccc4)cnn23)c1. Reaction SMILES: [C:1]([c:2]1[cH:3][cH:4][cH:5][cH:6][cH:7]1)(=[O:8])[c:9]1[cH:10][n:11][n:12]2[c:13]1[n:14][cH:15][cH:16][c:17]2-[c:18]1[cH:19][c:20]([N:24]([C:25]([CH2:26][Br:27])=[O:28])[CH3:29])[cH:21][cH:22][cH:23]1.[CH3:30][NH:31][CH3:32].[CH3:33][CH2:34][CH2:35][CH2:36][CH2:37][CH3:38].[CH3:39][CH2:40][OH:41]>>[C:1]([c:2]1[cH:3][cH:4][cH:5][cH:6][cH:7]1)(=[O:8])[c:9]1[cH:10][n:11][n:12]2[c:13]1[n:14][cH:15][cH:16][c:17]2-[c:18]1[cH:19][c:20]([N:24]([C:25]([CH2:26][N:31]([CH3:30])[CH3:32])=[O:28])[CH3:29])[cH:21][cH:22][cH:23]1. Starting materials: FC1=CC=C(CN2N=CN(C2=O)C=2SC(=C(N2)C)C(=O)O)C=C1 (2-(1-(4-fluorobenzyl)-5-oxo-1H-1,2,4-triazol-4(5H)-yl)-4-methyl-thiazole-5-carboxylic acid), CC=1N=C(SC1C(=O)O)N1C(N(CC1)CC=1C=NC(=CC1)C(F)(F)F)=O (4-methyl-2-(2-oxo-3-((6-(trifluoromethyl)pyridin-3-yl)methyl)imidazolidin-1-yl)thiazole-5-carboxylic acid). Yields the product CC=1N=C(SC1C(=O)N)N1C(N(CC1)CC=1C=NC(=CC1)C(F)(F)F)=O (4-methyl-2-(2-oxo-3-((6-(trifluoromethyl)pyridine-3-yl)methyl)imidazolidin-1-yl)thiazole-5-carboxamide). As a reaction SMILES: FC1C=CC(C[N:7]2C(=O)N(C3SC(C(O)=O)=C(C)N=3)C=N2)=CC=1.[CH3:24][C:25]1[N:26]=[C:27]([N:33]2[CH2:37][CH2:36][N:35]([CH2:38][C:39]3[CH:40]=[N:41][C:42]([C:45]([F:48])([F:47])[F:46])=[CH:43][CH:44]=3)[C:34]2=[O:49])[S:28][C:29]=1[C:30](O)=[O:31]>>[CH3:24][C:25]1[N:26]=[C:27]([N:33]2[CH2:37][CH2:36][N:35]([CH2:38][C:39]3[CH:40]=[N:41][C:42]([C:45]([F:47])([F:48])[F:46])=[CH:43][CH:44]=3)[C:34]2=[O:49])[S:28][C:29]=1[C:30]([NH2:7])=[O:31]. Procedure details: Following the procedure as described in Example 1, making variations as required to replace 2-(1-(4-fluorobenzyl)-5-oxo-1H-1,2,4-triazol-4(5H)-yl)-4-methyl-thiazole-5-carboxylic acid with 4-methyl-2-(2-oxo-3-((6-(trifluoromethyl)pyridin-3-yl)methyl)imidazolidin-1-yl)thiazole-5-carboxylic acid, the title compound was obtained as a colorless solid: mp 225-228° C.; 1H NMR (300 MHz, DMSO-d6) δ 8.75 (br, 2H), 8.04 (d, J=8.1 Hz, 1H), 7.92-7.89 (m, 2H), 4.61 (s, 2H), 4.06-3.99 (m, 2H), 3.58-3.53 (m, 2H...